This data is from the Open Reaction Database (ORD), a public repository of structured organic reaction records. The task is: describe an organic reaction: reactants, conditions, products, and yield Starting materials: C(Cl)Cl (methylene chloride), FC(S(=O)(=O)[O-])(F)F.C1(=CC=CC=C1)[S+](C1=CC=C(C=C1)OC)C1=CC=CC=C1 (diphenyl-4-methoxyphenylsulfonium trifluoromethanesulfonate), B(Br)(Br)Br.C(Cl)Cl (boron tribromide methylene chloride). Run in CO (methanol). Yields the product [Cl-].C1(=CC=CC=C1)[S+](C1=CC=C(C=C1)O)C1=CC=CC=C1 (diphenyl-4-hydroxyphenylsulfonium chloride). RXN SMILES: C(Cl)[Cl:2].FC(F)(F)S([O-])(=O)=O.[C:12]1([S+:18]([C:27]2[CH:32]=[CH:31][CH:30]=[CH:29][CH:28]=2)[C:19]2[CH:24]=[CH:23][C:22]([O:25]C)=[CH:21][CH:20]=2)[CH:17]=[CH:16][CH:15]=[CH:14][CH:13]=1.B(Br)(Br)Br.C(Cl)Cl>CO>[Cl-:2].[C:12]1([S+:18]([C:27]2[CH:32]=[CH:31][CH:30]=[CH:29][CH:28]=2)[C:19]2[CH:24]=[CH:23][C:22]([OH:25])=[CH:21][CH:20]=2)[CH:17]=[CH:16][CH:15]=[CH:14][CH:13]=1 |f:1.2,3.4,6.7|. Reported procedure: To a methylene chloride solution of 20 g of the diphenyl-4-methoxyphenylsulfonium trifluoromethanesulfonate, 90 ml of a 1 M boron tribromide-methylene chloride solution was slowly dropwise added with stirring at room temperature, and the mixture was stirred at room temperature for 2 hours. To the reaction mixture formed, methanol and distilled water were slowly added, followed by drying under reduced pressure to obtain a white crystal compound. The white crystal compound was dissolved in methano... Conditions: time 3 hour. RXN SMILES: [OH:1][C:2]1[CH:9]=[CH:8][CH:7]=[C:6]([O:10][CH2:11][C:12]2[CH:17]=[CH:16][CH:15]=[CH:14][CH:13]=2)[C:3]=1[CH:4]=[O:5].Br[CH2:19][CH2:20][CH2:21][CH2:22][C:23]([O:25][CH2:26][CH3:27])=[O:24].C(=O)([O-])[O-].[K+].[K+].[I-].[Na+]>O.CN(C)C=O>[CH:4]([C:3]1[C:6]([O:10][CH2:11][C:12]2[CH:17]=[CH:16][CH:15]=[CH:14][CH:13]=2)=[CH:7][CH:8]=[CH:9][C:2]=1[O:1][CH2:19][CH2:20][CH2:21][CH2:22][C:23]([O:25][CH2:26][CH3:27])=[O:24])=[O:5] |f:2.3.4,5.6|. The solvent is CN(C=O)C (dimethylformamide), O (water). Procedure: A mixture of 2-hydroxy-6-benzyloxybenzaldehyde (3.0 g, 0.013 M), ethyl 5-bromopentanoate (2.75 g, 0.013 M), anhydrous potassium carbonate (2.16 g, 0.0156 M), sodium iodide (0.195 g) and dry dimethylformamide (15 ml) were stirred at 60°-80° C. for 3 hours and then left to stir at room temperature overnight. The mixture was then poured into water (50 ml) and the product extracted with ether (2×80 ml) and the combined extracts washed with 10% aqueous sodium hydroxide (2×20 ml) and then with water t... The product is C(=O)C1=C(OCCCCC(=O)OCC)C=CC=C1OCC1=CC=CC=C1 (ethyl 5-(2-formyl-3-benzyloxyphenoxy)pentanoate). The reactants are OC1=C(C=O)C(=CC=C1)OCC1=CC=CC=C1 (2-hydroxy-6-benzyloxybenzaldehyde), BrCCCCC(=O)OCC (ethyl 5-bromopentanoate), C([O-])([O-])=O.[K+].[K+] (potassium carbonate), [I-].[Na+] (sodium iodide). Yield: 85.4%. Reactants: C(=O)(O)[O-].[Na+] (NaHCO3), ClC(Cl)(OC(OC(Cl)(Cl)Cl)=O)Cl (triphosgene), FC(C1=CC=C2[C@H](CCOC2=C1)N)(F)F ((S)-7-(trifluoromethyl)chroman-4-amine), C(C)(C)N(C(C)C)CC (N,N-diisopropylethylamine), Cl.ClC1=CC=C(CN2C(=NN=C2[C@@H]2NCCC2)CC)C=C1 ((R)-4-(4-chlorobenzyl)-3-ethyl-5-(pyrrolidin-2-yl)-4H-1,2,4-triazole HCl salt), C(C)(C)N(C(C)C)CC (N,N-diisopropylethylamine). Run in [Cl-].[Na+].O (brine), C(Cl)Cl (CH2Cl2), ClCCl (dichloromethane), ClCCl (dichloromethane). Reaction conditions: temperature 0 celsius, time 30 minute. Yields the product ClC1=CC=C(CN2C(=NN=C2CC)[C@@H]2N(CCC2)C(=O)N[C@H]2CCOC3=CC(=CC=C23)C(F)(F)F)C=C1 ((R)-2-(4-(4-chlorobenzyl)-5-ethyl-4H-1,2,4-triazol-3-yl)-N—((S)-7-(trifluoromethyl)chroman-4-yl)pyrrolidine-1-carboxamide). The yield is 276.0%. Reaction SMILES: Cl[C:2](Cl)([O:4]C(=O)OC(Cl)(Cl)Cl)Cl.[F:13][C:14]([F:27])([F:26])[C:15]1[CH:24]=[C:23]2[C:18]([C@@H:19]([NH2:25])[CH2:20][CH2:21][O:22]2)=[CH:17][CH:16]=1.C(N(CC)C(C)C)(C)C.Cl.[Cl:38][C:39]1[CH:57]=[CH:56][C:42]([CH2:43][N:44]2[C:48]([C@H:49]3[CH2:53][CH2:52][CH2:51][NH:50]3)=[N:47][N:46]=[C:45]2[CH2:54][CH3:55])=[CH:41][CH:40]=1.C([O-])(O)=O.[Na+]>C(Cl)Cl.[Cl-].[Na+].O>[Cl:38][C:39]1[CH:57]=[CH:56][C:42]([CH2:43][N:44]2[C:45]([CH2:54][CH3:55])=[N:46][N:47]=[C:48]2[C@H:49]2[CH2:53][CH2:52][CH2:51][N:50]2[C:2]([NH:25][C@@H:19]2[C:18]3[C:23](=[CH:24][C:15]([C:14]([F:13])([F:26])[F:27])=[CH:16][CH:17]=3)[O:22][CH2:21][CH2:20]2)=[O:4])=[CH:41][CH:40]=1 |f:3.4,5.6,8.9.10|. Procedure details: To a stirring solution of triphosgene (14.87 mg, 0.05 mmol) in 8 mL of CH2Cl2 at 0° C. was added dropwise a mixed solution of (S)-7-(trifluoromethyl)chroman-4-amine (32.58 mg, 0.15 mmol) and N,N-diisopropylethylamine (0.07841 mL, 0.45 mmol) in dichloromethane (2 mL). The reaction mixture was stirred at 0° C. for 30 minutes. Then to the mixture at 0° C. was added a solution of the (R)-4-(4-chlorobenzyl)-3-ethyl-5-(pyrrolidin-2-yl)-4H-1,2,4-triazole HCl salt (54.57 mg, 0.15 mmol) and N,N-diisoprop... Reactants: Cl, CC(C)(C)OC(=O)N1CC(C(=O)c2cc(F)cc(F)c2)C1, O=C(O)C(F)(F)F, C1COCCO1. Product: O=C(c1cc(F)cc(F)c1)C1CNC1. RXN SMILES: [ClH:29].[F:1][c:2]1[cH:3][c:4]([C:5](=[O:6])[CH:7]2[CH2:8][N:9]([C:11]([O:12][C:13]([CH3:14])([CH3:15])[CH3:16])=[O:17])[CH2:10]2)[cH:18][c:19]([F:21])[cH:20]1.[F:22][C:23]([F:24])([F:25])[C:26]([OH:27])=[O:28].[O:30]1[CH2:31][CH2:32][O:33][CH2:34][CH2:35]1>>[F:1][c:2]1[cH:3][c:4]([C:5](=[O:6])[CH:7]2[CH2:8][NH:9][CH2:10]2)[cH:18][c:19]([F:21])[cH:20]1.